From a dataset of the Open Reaction Database (ORD), a public repository of structured organic reaction records. describe an organic reaction: reactants, conditions, products, and yield Starting materials: CCN=C=O, CN(C)C=O, Cc1nc(N)sc1-c1cc(Cl)c(S(N)(=O)=O)c(Cl)c1. Yields the product CCNC(=O)Nc1nc(C)c(-c2cc(Cl)c(S(N)(=O)=O)c(Cl)c2)s1. RXN SMILES: [CH2:1]([CH3:2])[N:3]=[C:4]=[O:5].[CH3:25][N:26]([CH3:27])[CH:28]=[O:29].[NH2:6][c:7]1[s:8][c:9](-[c:13]2[cH:14][c:15]([Cl:24])[c:16]([S:20](=[O:21])(=[O:22])[NH2:23])[c:17]([Cl:19])[cH:18]2)[c:10]([CH3:12])[n:11]1>>[CH2:1]([CH3:2])[NH:3][C:4](=[O:5])[NH:6][c:7]1[s:8][c:9](-[c:13]2[cH:14][c:15]([Cl:24])[c:16]([S:20](=[O:21])(=[O:22])[NH2:23])[c:17]([Cl:19])[cH:18]2)[c:10]([CH3:12])[n:11]1. Reactants: CC(C)OC1=C(C=C(C(=O)O)C=C1)C(F)(F)F (4-[(1-methylethyl)oxy]-3-(trifluoromethyl)benzoic acid), N(N)C(N)=S (hydrazinecarbothioamide). Solvent: O=P(Cl)(Cl)Cl (POCl3). Conditions: temperature 90 celsius. Yields the product CC(C)OC1=C(C=C(C=C1)C1=NN=C(S1)N)C(F)(F)F (5-[4-[(1-methylethyl)oxy]-3-(trifluoromethyl)phenyl]-1,3,4-thiadiazol-2-amine). Isolated yield 120.3%. RXN SMILES: [CH3:1][CH:2]([O:4][C:5]1[CH:13]=[CH:12][C:8]([C:9](O)=O)=[CH:7][C:6]=1[C:14]([F:17])([F:16])[F:15])[CH3:3].[NH:18]([C:20](=[S:22])[NH2:21])[NH2:19]>O=P(Cl)(Cl)Cl>[CH3:1][CH:2]([O:4][C:5]1[CH:13]=[CH:12][C:8]([C:9]2[S:22][C:20]([NH2:21])=[N:18][N:19]=2)=[CH:7][C:6]=1[C:14]([F:17])([F:16])[F:15])[CH3:3]. Reported procedure: To a suspension 4-[(1-methylethyl)oxy]-3-(trifluoromethyl)benzoic acid (D2) (3 g) in POCl3 (11.27 mL) was added hydrazinecarbothioamide (1.652 g). The reaction mixture was heated at 90° C. for 3 h. The reaction was quenched with ice water, the pH value was adjusted to about 9 with NaOH solid. The mixture was extracted with EA/THF for 3 times. The combined organic layers were washed with brine, dried over anhydrous magnesium sulfate and concentrated to afford 5-[4-[(1-methylethyl)oxy]-3-(trifluor... The reactants are CS(=O)(=O)OCCC1=CC=C(C=C1)NC1=NC=2C3=C(C(CC2C=N1)C1=C(C=CC=C1)C(F)(F)F)C=CC=C3 (4-(6-(2-(trifluoromethyl)phenyl)-5,6-dihydrobenzo[h]quinazolin-2-ylamino)phenethyl methanesulfonate), CNCCCC (N-methylbutan-1-amine). The solvent is C(C)N(CC)CC (triethylamine). Product: C(CCC)N(CCC1=CC=C(C=C1)NC1=NC=2C3=C(C(CC2C=N1)C1=C(C=CC=C1)C(F)(F)F)C=CC=C3)C (N-(4-(2-(butyl(methyl)amino)ethyl)phenyl)-6-(2-(trifluoromethyl)phenyl)-5,6-dihydrobenzo[h]quinazolin-2-amine). Reaction SMILES: CS(O[CH2:6][CH2:7][C:8]1[CH:13]=[CH:12][C:11]([NH:14][C:15]2[N:24]=[CH:23][C:22]3[CH2:21][CH:20]([C:25]4[CH:30]=[CH:29][CH:28]=[CH:27][C:26]=4[C:31]([F:34])([F:33])[F:32])[C:19]4[CH:35]=[CH:36][CH:37]=[CH:38][C:18]=4[C:17]=3[N:16]=2)=[CH:10][CH:9]=1)(=O)=O.[CH3:39][NH:40][CH2:41][CH2:42][CH2:43][CH3:44]>C(N(CC)CC)C>[CH2:41]([N:40]([CH3:39])[CH2:6][CH2:7][C:8]1[CH:13]=[CH:12][C:11]([NH:14][C:15]2[N:24]=[CH:23][C:22]3[CH2:21][CH:20]([C:25]4[CH:30]=[CH:29][CH:28]=[CH:27][C:26]=4[C:31]([F:34])([F:33])[F:32])[C:19]4[CH:35]=[CH:36][CH:37]=[CH:38][C:18]=4[C:17]=3[N:16]=2)=[CH:10][CH:9]=1)[CH2:42][CH2:43][CH3:44]. Reported procedure: This was synthesized by using 4-(6-(2-(trifluoromethyl)phenyl)-5,6-dihydrobenzo[h]quinazolin-2-ylamino)phenethyl methanesulfonate, N-methylbutan-1-amine and triethylamine as described in general procedure 2 to afford the desired product. M.p.=80-82° C.; 1H NMR 400 MHz (DMSO-d6) δ 9.54 (s, 1 H); 8.38-8.35 (m, 2 H), 7.82-7.75 (m, 3 H), 7.58 (t, 1 H), 7.51-7.40 (m, 3 H), 7.27 (d, J=8.0 Hz, 1 H), 7.17 (d, J=8.4 Hz, 2 H), 6.76 (d, J=7.6 Hz, 1 H), 4.64 (t, J=8 Hz, 1 H), 3.19-3.12 (m, 2 H), 2.68-2.65 (... Starting materials: CC(C)(C)C#Cc1cnn(-c2ccccc2[N+](=O)[O-])c1, CC(=O)O, [Fe], C1CCOC1. Yields the product CC(C)(C)C#Cc1cnn(-c2ccccc2N)c1. Reaction SMILES: [CH3:1][C:2]([C:3]#[C:4][c:5]1[cH:6][n:7][n:8](-[c:10]2[c:11]([N+:16]([O-:17])=[O:18])[cH:12][cH:13][cH:14][cH:15]2)[cH:9]1)([CH3:19])[CH3:20].[CH3:27][C:28](=[O:29])[OH:30].[Fe:26].[O:21]1[CH2:22][CH2:23][CH2:24][CH2:25]1>>[CH3:1][C:2]([C:3]#[C:4][c:5]1[cH:6][n:7][n:8](-[c:10]2[c:11]([NH2:16])[cH:12][cH:13][cH:14][cH:15]2)[cH:9]1)([CH3:19])[CH3:20]. Starting materials: CO, [Na+], C1CCOC1, [OH-], COC(=O)C=C(C#Cc1ccccc1)c1ccccc1. Yields the product O=C(O)C=C(C#Cc1ccccc1)c1ccccc1. As a reaction SMILES: [CH3:21][OH:22].[Na+:24].[O:25]1[CH2:26][CH2:27][CH2:28][CH2:29]1.[OH-:23].[c:1]1([C:7](=[CH:8][C:9](=[O:10])[O:11][CH3:12])[C:13]#[C:14][c:15]2[cH:16][cH:17][cH:18][cH:19][cH:20]2)[cH:2][cH:3][cH:4][cH:5][cH:6]1>>[c:1]1([C:7](=[CH:8][C:9](=[O:10])[OH:11])[C:13]#[C:14][c:15]2[cH:16][cH:17][cH:18][cH:19][cH:20]2)[cH:2][cH:3][cH:4][cH:5][cH:6]1. Starting materials: O=CC=1C=CC=CC1C. Reagents/catalysts: O1BOC(C)(C)C1(C)C, NC, O1B(OC(C)(C)C1(C)C)B2OC(C)(C)C(O2)(C)C, N=1C=C(C(=C2C=CC3=C(N=CC(=C3C)C)C12)C)C, C[OH2+].C[OH2+].C1CC=CCCC=C1.C1CC=CCCC=C1.[Ir].[Ir]. Solvent: O1CCCC1. Reaction conditions: temperature 90 celsius, time 12 hour. Product: O=CC1=CC(=CC=C1C)B2OC(C)(C)C(O2)(C)C. Yield: 71.0%. The reactants are BrB(Br)Br, COc1ccc(-c2cc(F)c3cc(O)ccc3c2)cc1F. The product is Oc1ccc2cc(-c3ccc(O)c(F)c3)cc(F)c2c1. Reaction SMILES: [B:22]([Br:23])([Br:24])[Br:25].[F:1][c:2]1[cH:3][c:4](-[c:13]2[cH:14][c:15]([F:21])[c:16]([O:19][CH3:20])[cH:17][cH:18]2)[cH:5][c:6]2[cH:7][cH:8][c:9]([OH:12])[cH:10][c:11]12>>[F:1][c:2]1[cH:3][c:4](-[c:13]2[cH:14][c:15]([F:21])[c:16]([OH:19])[cH:17][cH:18]2)[cH:5][c:6]2[cH:7][cH:8][c:9]([OH:12])[cH:10][c:11]12.